This data is from the Open Reaction Database (ORD), a public repository of structured organic reaction records. The task is: describe an organic reaction: reactants, conditions, products, and yield Reactants: [Cl-].[Na+] (sodium chloride), C(C#C)C(C(=O)OC)(C(=O)OC)CC#C (Dimethyl 2,2-di(2-propynyl)malonate). Solvent: CS(=O)C (dimethylsulfoxide), O (water), O (water), COC(C)(C)C (t-butyl methyl ether). Conditions: time 15 hour. The product is C(C#C)C(C(=O)OC)CC#C (Methyl 2-(2-propynyl)-4-pentynoate). Reaction SMILES: [CH2:1]([C:4]([CH2:13][C:14]#[CH:15])(C(OC)=O)[C:5]([O:7][CH3:8])=[O:6])[C:2]#[CH:3].[Cl-].[Na+]>CS(C)=O.O.COC(C)(C)C>[CH2:1]([CH:4]([CH2:13][C:14]#[CH:15])[C:5]([O:7][CH3:8])=[O:6])[C:2]#[CH:3] |f:1.2|. Procedure details: Dimethyl 2,2-di(2-propynyl)malonate (71 g) was treated to a Krapcho decarboxylation by heating at 170° C. with with sodium chloride (25 g) and water (23 ml) in dimethylsulfoxide (341 ml). After 15 hr, the solution was cooled and diluted with water and t-butyl methyl ether and extacted. The organic layer was washed with water (4×), brine, and then dried over sodium sulfate. Solvent removal afforded a liquid which was distilled, collecting the title compound at 109° C. (28 mm Hg). Procedure: To 100 mg of the compound synthesized in Example 9, 10 mL of methanol are added, which had been saturated at 0° C. with ammonia. The reaction mixture is kept for 12 hours at room temperature and then evaporated to dryness. Crystals, melting at 117° C.-118° C., are obtained from methanol/ether. As a reaction SMILES: C([O:4][CH2:5][C@H:6]1[O:10][C@@H:9]([N:11]2[CH:19]=[C:17]([CH3:18])[C:15](=[S:16])[NH:14][C:12]2=[O:13])[CH:8]=[CH:7]1)(=O)C.N>CO>[C@@H:9]1([N:11]2[CH:19]=[C:17]([CH3:18])[C:15](=[S:16])[NH:14][C:12]2=[O:13])[O:10][C@H:6]([CH2:5][OH:4])[CH:7]=[CH:8]1. Run in CO (methanol). Run at time 12 hour. Reactants: C(C)(=O)OC[C@@H]1C=C[C@@H](O1)N1C(=O)NC(=S)C(C)=C1 (1-(5-O-acetyl-2,3-dideoxy-β-D-glycero-pent-2-enofuranosyl)-4-thiothymine), N (ammonia). Yields the product [C@@H]1(C=C[C@H](O1)CO)N1C(=O)NC(=S)C(C)=C1 (1-(2,3-Dideoxy-β-D-glycero-pent-2-enofuranosyl)-4-thiothymine). Reactants: COC(=O)c1ccc(Oc2ccc(CC(C)=O)cc2)o1, Cl, O, NCC(O)c1cccc(Cl)c1, c1ccccc1. The product is COC(=O)c1ccc(Oc2ccc(CC(C)NCC(O)c3cccc(Cl)c3)cc2)o1, Cl. As a reaction SMILES: [CH2:1]([C:2](=[O:3])[CH3:4])[c:5]1[cH:6][cH:7][c:8]([O:9][c:10]2[cH:11][cH:12][c:13]([C:15](=[O:16])[O:17][CH3:18])[o:14]2)[cH:19][cH:20]1.[ClH:33].[OH2:32].[OH:21][CH:22]([CH2:23][NH2:24])[c:25]1[cH:26][c:27]([Cl:31])[cH:28][cH:29][cH:30]1.[cH:34]1[cH:35][cH:36][cH:37][cH:38][cH:39]1>>[CH2:1]([CH:2]([CH3:4])[NH:24][CH2:23][CH:22]([OH:21])[c:25]1[cH:26][c:27]([Cl:31])[cH:28][cH:29][cH:30]1)[c:5]1[cH:6][cH:7][c:8]([O:9][c:10]2[cH:11][cH:12][c:13]([C:15](=[O:16])[O:17][CH3:18])[o:14]2)[cH:19][cH:20]1.[ClH:33]. Reactants: CC#N, CCN(C(C)C)C(C)C, ClCc1nc2cccnc2s1, c1ccc(C2CCNCC2)nc1. Product: c1ccc(C2CCN(Cc3nc4cccnc4s3)CC2)nc1. Reaction SMILES: [CH3:33][C:34]#[N:35].[CH:24]([N:25]([CH2:26][CH3:27])[CH:28]([CH3:29])[CH3:30])([CH3:31])[CH3:32].[Cl:1][CH2:2][c:3]1[s:4][c:5]2[n:6][cH:7][cH:8][cH:9][c:10]2[n:11]1.[NH:12]1[CH2:13][CH2:14][CH:15]([c:18]2[n:19][cH:20][cH:21][cH:22][cH:23]2)[CH2:16][CH2:17]1>>[CH2:2]([c:3]1[s:4][c:5]2[n:6][cH:7][cH:8][cH:9][c:10]2[n:11]1)[N:12]1[CH2:13][CH2:14][CH:15]([c:18]2[n:19][cH:20][cH:21][cH:22][cH:23]2)[CH2:16][CH2:17]1.